This data is from the Open Reaction Database (ORD), a public repository of structured organic reaction records. The task is: describe an organic reaction: reactants, conditions, products, and yield The reactants are C(C)(C)(C)O[C@H]1C[C@H]2[C@H](C[C@H]3[C@@H]4CC[C@H]([C@@H](C=CC=O)C)[C@]4(CC[C@@H]3[C@]2(CC1)C)C)OC(C)(C)C (3α,6α-bis(t-butyloxy)-5β-cholen-24-al), O1CCCC1 (tetrahydrofuran). Conditions: time 2 hour. Product: C(C)(C)(C)O[C@H]1C[C@H]2[C@H](C[C@H]3[C@@H]4CC[C@H]([C@@H](CCC=C(C)C)C)[C@]4(CC[C@@H]3[C@]2(CC1)C)C)OC(C)(C)C (3α,6α-bis(t-butyloxy)-5β-cholest-24-ene). Reaction SMILES: [C:1]([O:5][C@@H:6]1[CH2:28][CH2:27][C@@:26]2([CH3:29])[C@H:8]([C@@H:9]([O:31][C:32]([CH3:35])([CH3:34])[CH3:33])[CH2:10][C@@H:11]3[C@@H:25]2[CH2:24][CH2:23][C@@:22]2([CH3:30])[C@H:12]3[CH2:13][CH2:14][C@@H:15]2[C@H:16]([CH3:21])[CH:17]=[CH:18][CH:19]=O)[CH2:7]1)([CH3:4])([CH3:3])[CH3:2].O1C[CH2:39][CH2:38][CH2:37]1>>[C:1]([O:5][C@@H:6]1[CH2:28][CH2:27][C@@:26]2([CH3:29])[C@H:8]([C@@H:9]([O:31][C:32]([CH3:35])([CH3:33])[CH3:34])[CH2:10][C@@H:11]3[C@@H:25]2[CH2:24][CH2:23][C@@:22]2([CH3:30])[C@H:12]3[CH2:13][CH2:14][C@@H:15]2[C@H:16]([CH3:21])[CH2:17][CH2:18][CH:19]=[C:38]([CH3:39])[CH3:37])[CH2:7]1)([CH3:3])([CH3:2])[CH3:4]. Procedure details: A solution of 3α,6α-bis(t-butyloxy)-5β-cholen-24-al (prepared as described in my U.S. patent application Ser. No. 236,160) was dissolved in 5 ml of tetrahydrofuran and added dropwise to the ylid solution (described in Example I). The mixture was stirred for 2 hours and then the solution was refluxed for 2 hours. After evaporation of the solvent, the residue was dissolved in a 90% methanol-10% water mixture, extracted with petroleum ether and the petroleum ether extract evaporated. The residue wa... The reactants are CN1C(C2N(C(C3=C1C=CC(=C3)C(F)(F)F)=O)CCC2)=O (1,2,3,11a-tetrahydro-10-methyl-7 -trifluoromethyl-5 H-pyrrolo[2,1-c] [1,4] benzodiazepin-5,11(10H)-dione), B (borane). Solvent: O1CCCC1 (tetrahydrofuran). Yields the product CN1C(C2N(CC3=C1C=CC(=C3)C(F)(F)F)CCC2)=O (1,2,3,5,10,11a-Hexahydro-10-methyl-7 -trifluoromethyl-11 H-pyrrolo[2,1-c] [1,4] benzodiazepin-11-one). As a reaction SMILES: [CH3:1][N:2]1[C:8]2[CH:9]=[CH:10][C:11]([C:13]([F:16])([F:15])[F:14])=[CH:12][C:7]=2[C:6](=O)[N:5]2[CH2:18][CH2:19][CH2:20][CH:4]2[C:3]1=[O:21].B>O1CCCC1>[CH3:1][N:2]1[C:8]2[CH:9]=[CH:10][C:11]([C:13]([F:16])([F:14])[F:15])=[CH:12][C:7]=2[CH2:6][N:5]2[CH2:18][CH2:19][CH2:20][CH:4]2[C:3]1=[O:21]. Procedure: If 1,2,3,11a-tetrahydro-10-methyl-7 -trifluoromethyl-5 H-pyrrolo[2,1-c] [1,4] benzodiazepin-5,11(10H)-dione (prepared from proline and 5-trifluoromethyl N-methylisatoic anhydride as described in Example 1) is treated with 1M borane in tetrahydrofuran as described in Example 1, the above compound is obtained.